Dataset: the Open Reaction Database (ORD), a public repository of structured organic reaction records. Task: describe an organic reaction: reactants, conditions, products, and yield The reactants are Cl, [Na+], [Na+], O=C([O-])[O-], C1=COCCC1, Oc1ccc2ccccc2c1. Yields the product c1ccc2cc(OC3CCCCO3)ccc2c1. RXN SMILES: [ClH:1].[Na+:19].[Na+:20].[O-:21][C:22](=[O:23])[O-:24].[O:2]1[CH2:3][CH2:4][CH2:5][CH:6]=[CH:7]1.[cH:8]1[c:9]([OH:18])[cH:10][cH:11][c:12]2[cH:13][cH:14][cH:15][cH:16][c:17]12>>[O:2]1[CH2:3][CH2:4][CH2:5][CH2:6][CH:7]1[O:18][c:9]1[cH:8][c:17]2[c:12]([cH:11][cH:10]1)[cH:13][cH:14][cH:15][cH:16]2. The reactants are BrC=1N(C=C(N1)C(=O)OCC1=CC=CC=C1)COCC[Si](C)(C)C (benzyl 2-bromo-1-((2-(trimethylsilyl)ethoxy)methyl)-1H-imidazole-4-carboxylate), C1(CC1)B(O)O (cyclopropylboronic acid). Yields the product C1(CC1)C=1N(C=C(N1)C(=O)OCC1=CC=CC=C1)COCC[Si](C)(C)C (Benzyl 2-cyclopropyl-1-((2-(trimethylsilyl)ethoxy)methyl)-1H-imidazole-4-carboxylate). Reaction SMILES: Br[C:2]1[N:3]([CH2:17][O:18][CH2:19][CH2:20][Si:21]([CH3:24])([CH3:23])[CH3:22])[CH:4]=[C:5]([C:7]([O:9][CH2:10][C:11]2[CH:16]=[CH:15][CH:14]=[CH:13][CH:12]=2)=[O:8])[N:6]=1.[CH:25]1(B(O)O)[CH2:27][CH2:26]1>>[CH:25]1([C:2]2[N:3]([CH2:17][O:18][CH2:19][CH2:20][Si:21]([CH3:24])([CH3:23])[CH3:22])[CH:4]=[C:5]([C:7]([O:9][CH2:10][C:11]3[CH:16]=[CH:15][CH:14]=[CH:13][CH:12]=3)=[O:8])[N:6]=2)[CH2:27][CH2:26]1. Procedure details: The title compound was prepared using the procedure described in Example 59(a) starting from benzyl 2-bromo-1-((2-(trimethylsilyl)ethoxy)methyl)-1H-imidazole-4-carboxylate (7.31 mmol, 3 g) and cyclopropylboronic acid (14.63 mmol, 1.25 g). Yield 1.02 g. 1H-NMR (400 MHz; CDCl3): δ −0.02 (s, 9H), 0.91 (t, 2H), 0.99 (bs, 2H), 1.15 (bs, 2H), 1.87-1.94 (m, 1H), 3.52 (t, 2H), 5.32 (s, 2H), 5.34 (s, 2H), 7.29-7.43 (m, 5H), 7.59 (s, 1H). LC-MS: [M+1]=373.31. The reactants are CC#N, CCOC(C)=O, FC(F)(F)c1cccc(-c2nc(CCl)no2)c1, N#Cc1ccc2[nH]c(CC(F)(F)F)cc2c1C(F)(F)F, [K+], [K+], O=C([O-])[O-]. The product is N#Cc1ccc2c(cc(CC(F)(F)F)n2Cc2noc(-c3cccc(C(F)(F)F)c3)n2)c1C(F)(F)F. RXN SMILES: [CH3:44][C:45]#[N:46].[CH3:47][CH2:48][O:49][C:50]([CH3:51])=[O:52].[Cl:27][CH2:28][c:29]1[n:30][o:31][c:32](-[c:34]2[cH:35][c:36]([C:40]([F:41])([F:42])[F:43])[cH:37][cH:38][cH:39]2)[n:33]1.[F:1][C:2]([CH2:3][c:4]1[nH:5][c:6]2[cH:7][cH:8][c:9]([C:17]#[N:18])[c:10]([C:13]([F:14])([F:15])[F:16])[c:11]2[cH:12]1)([F:19])[F:20].[K+:21].[K+:22].[O-:23][C:24]([O-:25])=[O:26]>>[F:1][C:2]([CH2:3][c:4]1[n:5]([CH2:28][c:29]2[n:30][o:31][c:32](-[c:34]3[cH:35][c:36]([C:40]([F:41])([F:42])[F:43])[cH:37][cH:38][cH:39]3)[n:33]2)[c:6]2[cH:7][cH:8][c:9]([C:17]#[N:18])[c:10]([C:13]([F:14])([F:15])[F:16])[c:11]2[cH:12]1)([F:19])[F:20]. The reactants are [Br-], C1CCOC1, CCCC[N+](CCCC)(CCCC)CCCC, O=C([O-])CCl, [H-], [I-], [K+], [N-]=[N+]=NCCO, [Na+], [Na+]. Product: [N-]=[N+]=NCCOCC(=O)O. Reaction SMILES: [Br-:22].[CH2:17]1[O:18][CH2:19][CH2:20][CH2:21]1.[CH3:23][CH2:24][CH2:25][CH2:26][N+:27]([CH2:28][CH2:29][CH2:30][CH3:31])([CH2:32][CH2:33][CH2:34][CH3:35])[CH2:36][CH2:37][CH2:38][CH3:39].[Cl:11][CH2:12][C:13](=[O:14])[O-:15].[H-:8].[I-:10].[K+:9].[N:1](=[N+:2]=[N-:3])[CH2:4][CH2:5][OH:6].[Na+:16].[Na+:7]>>[N:1](=[N+:2]=[N-:3])[CH2:4][CH2:5][O:6][CH2:12][C:13](=[O:14])[OH:15].